Dataset: the Open Reaction Database (ORD), a public repository of structured organic reaction records. Task: describe an organic reaction: reactants, conditions, products, and yield Reactants: 2-[, CC1(OC=2C=CC(=CC2[C@H]2[C@@H]1O2)CC(=O)NC2CCCC1=CC=CC=C21)C ((1aS,7bS)-(2,2-dimethyl-1a,7b-dihydro-2H-oxireno[c]chromen-6-yl]-N-1,2,3,4-tetrahydronaphth-1-yl acetamide), N (ammonia). Yields the product crude product, N[C@H]1[C@@H](C(OC2=CC=C(C=C12)CC(=O)N[C@@H]1CCCC2=CC=CC=C12)(C)C)O (2-[(3S,4R)-4-amino-3-hydroxy-2,2-dimethyl-3,4-dihydro-2H-chromen-6-yl]-N-[(1R)-1,2,3,4-tetrahydronaphth-1-yl]acetamide). RXN SMILES: [CH3:1][C:2]1([CH3:27])[C@H:11]2[O:12][C@H:10]2[C:9]2[CH:8]=[C:7]([CH2:13][C:14]([NH:16][CH:17]3[C:26]4[C:21](=[CH:22][CH:23]=[CH:24][CH:25]=4)[CH2:20][CH2:19][CH2:18]3)=[O:15])[CH:6]=[CH:5][C:4]=2[O:3]1.[NH3:28]>>[NH2:28][C@@H:10]1[C:9]2[C:4](=[CH:5][CH:6]=[C:7]([CH2:13][C:14]([NH:16][C@H:17]3[C:26]4[C:21](=[CH:22][CH:23]=[CH:24][CH:25]=4)[CH2:20][CH2:19][CH2:18]3)=[O:15])[CH:8]=2)[O:3][C:2]([CH3:27])([CH3:1])[C@H:11]1[OH:12]. Reported procedure: 40 g of the 2-[(1aS,7bS)-(2,2-dimethyl-1a,7b-dihydro-2H-oxireno[c]chromen-6-yl]-N-1,2,3,4-tetrahydronaphth-1-yl acetamide obtained above and 250 ml of a 25%-strength aqueous ammonia solution were reacted in a manner corresponding to the procedure of Example 1E). Chromatography of the crude product on silica gel (mobile phase: dichloromethane/methanol/25%-strength aqueous ammonia solution (75:50:2 v/v/v)) yielded 13.2 g 2-[(3S,4R)-4-amino-3-hydroxy-2,2-dimethyl-3,4-dihydro-2H-chromen-6-yl]-N-[(1R...